From a dataset of the Open Reaction Database (ORD), a public repository of structured organic reaction records. describe an organic reaction: reactants, conditions, products, and yield Starting materials: ClC1=C(C=CC(=C1)F)CC(=O)N (2-chloro-4-fluorophenylacetamide), C1(=CC=CC=C1)CC(=O)N (phenylacetamide). Yields the product C1(=CN2CCCC3=CC=CC1=C23)[C@@H]2C(NC([C@H]2C2=CC=CC=C2)=O)=O ((±)-Trans-3-(5,6-dihydro-4H-pyrrolo[3,2,1-ij]quinolin-1yl)-4-phenyl-pyrrolidine-2,5-dione). As a reaction SMILES: Cl[C:2]1[CH:7]=[C:6](F)[CH:5]=[CH:4][C:3]=1[CH2:9][C:10]([NH2:12])=[O:11].[C:13]1([CH2:19][C:20]([NH2:22])=O)[CH:18]=[CH:17][CH:16]=[CH:15][CH:14]=1>>[C:19]1([C@H:9]2[C@H:9]([C:3]3[CH:4]=[CH:5][CH:6]=[CH:7][CH:2]=3)[C:10](=[O:11])[NH:12][C:10]2=[O:11])[C:13]2=[C:18]3[C:17](=[CH:16][CH:15]=[CH:14]2)[CH2:7][CH2:2][CH2:3][N:22]3[CH:20]=1. Reported procedure: (±)-Trans-3-(5,6-dihydro-4H-pyrrolo[3,2,1-ij]quinolin-1yl)-4-phenyl-pyrrolidine-2,5-dione was prepared according to the Example 40 replacing 2-chloro-4-fluorophenylacetamide with phenylacetamide. 1H NMR (DMSO-d6) 400 MHz δ: 11.511 (s, 1H), 7.24-7.36 (m, 6H), 7.13 (d, 1H, J=7.2), 6.8-6.88 (m, 2H), 4.49 (d, 1H, J=8.0 Hz), 4.3 (d, 1H, J=7.6 Hz), 4.08 (m, 2H), 2.88 (m, 2H), 2.088 (m, 2H). Reactants: COc1cc(CC(=O)O)cc(OC)c1, Nc1nn2cccnc2c1-c1cccc(F)c1. Product: COc1cc(CC(=O)Nc2nn3cccnc3c2-c2cccc(F)c2)cc(OC)c1. As a reaction SMILES: [CH3:1][O:2][c:3]1[cH:4][c:5]([CH2:11][C:12](=[O:13])[OH:14])[cH:6][c:7]([O:9][CH3:10])[cH:8]1.[F:15][c:16]1[cH:17][c:18](-[c:22]2[c:23]([NH2:31])[n:24][n:25]3[c:26]2[n:27][cH:28][cH:29][cH:30]3)[cH:19][cH:20][cH:21]1>>[CH3:1][O:2][c:3]1[cH:4][c:5]([CH2:11][C:12](=[O:14])[NH:31][c:23]2[c:22](-[c:18]3[cH:17][c:16]([F:15])[cH:21][cH:20][cH:19]3)[c:26]3[n:25]([n:24]2)[cH:30][cH:29][cH:28][n:27]3)[cH:6][c:7]([O:9][CH3:10])[cH:8]1. The reactants are ice, Cl (hydrochloric acid), CC1=NNC2=CC=CC=C12 (3-methylindazole), N1=CC=CC=C1 (pyridine), C(C)(=O)OC(C)=O (acetic anhydride). The solvent is C(C)#N (acetonitrile). Run at temperature 20 celsius, time 1 hour. Yields the product C(C)(=O)N1N=C(C2=CC=CC=C12)C (1-acetyl-3-methylindazole). The yield is 85.9%. Reaction SMILES: [CH3:1][C:2]1[C:10]2[C:5](=[CH:6][CH:7]=[CH:8][CH:9]=2)[NH:4][N:3]=1.N1C=CC=CC=1.[C:17](OC(=O)C)(=[O:19])[CH3:18].Cl>C(#N)C>[C:17]([N:4]1[C:5]2[C:10](=[CH:9][CH:8]=[CH:7][CH:6]=2)[C:2]([CH3:1])=[N:3]1)(=[O:19])[CH3:18]. Procedure details: 290 g (2.20 mol) of 3-methylindazole and an acetonitrile solution (400 ml) of pyridine (4.34 mol) were stirred as the mixture was cooled on a water bath, and 310 ml (3.30 mol) of acetic anhydride was added dropwise thereto. Upon addition, the reaction temperature rose from 15° C. to 43° C. After the conclusion of the dropwise addition, the reaction solution was warmed to from 55° to 60° C., and stirred at this temperature for one hour. After cooling to 20° C., the reaction solution was poured in... Starting materials: CC(C)(C)c1cc2ncc(Br)cn2n1, C#Cc1cccc(N)c1. Product: CC(C)(C)c1cc2ncc(C#Cc3cccc(N)c3)cn2n1. RXN SMILES: [Br:1][c:2]1[cH:3][n:4][c:5]2[n:6]([cH:7]1)[n:8][c:9]([C:11]([CH3:12])([CH3:13])[CH3:14])[cH:10]2.[C:15](#[CH:16])[c:17]1[cH:18][c:19]([NH2:20])[cH:21][cH:22][cH:23]1>>[c:2]1([C:16]#[C:15][c:17]2[cH:18][c:19]([NH2:20])[cH:21][cH:22][cH:23]2)[cH:3][n:4][c:5]2[n:6]([cH:7]1)[n:8][c:9]([C:11]([CH3:12])([CH3:13])[CH3:14])[cH:10]2. Starting materials: C1COCCOCCOCCOCCOCCO1 (18-crown-6), C1=NC=CC2=CC=CC=C12 (isoquinoline), [F-].[K+] (KF), ClC=1C=C(C=O)C=CC1Cl (3,4-dichlorobenzaldehyde), FC(S(=O)(=O)OC1=C(C=CC=C1)[Si](C)(C)C)(F)F (2-(trimethylsilyl)phenyl trifluoromethanesulfonate), Pet. ether EtOAc. Solvent: C1CCOC1 (THF). Product: ClC=1C=C(C=CC1Cl)C1C2=C(N3C(C4=CC=CC=C4C=C3)O1)C=CC=C2 (6-(3,4-dichlorophenyl)-4bH,6H-benzo[4,5][1,3]oxazino[2,3-a]isoquinoline). Isolated yield 77.0%. Reaction SMILES: [CH:1]1[C:10]2[C:5](=[CH:6][CH:7]=[CH:8][CH:9]=2)[CH:4]=[CH:3][N:2]=1.[Cl:11][C:12]1[CH:13]=[C:14]([CH:17]=[CH:18][C:19]=1[Cl:20])[CH:15]=[O:16].FC(F)(F)S(O[C:27]1[CH:32]=[CH:31][CH:30]=[CH:29][C:28]=1[Si](C)(C)C)(=O)=O.[F-].[K+].C1OCCOCCOCCOCCOCCOC1>C1COCC1>[Cl:11][C:12]1[CH:13]=[C:14]([CH:15]2[O:16][CH:1]3[C:10]4[C:5]([CH:4]=[CH:3][N:2]3[C:28]3[CH:29]=[CH:30][CH:31]=[CH:32][C:27]2=3)=[CH:6][CH:7]=[CH:8][CH:9]=4)[CH:17]=[CH:18][C:19]=1[Cl:20] |f:3.4|. Procedure: Following the general procedure, treatment of isoquinoline (0.064 g, 59 μL, 0.50 mmol) and 3,4-dichlorobenzaldehyde (0.130 g, 0.75 mmol) with 2-(trimethylsilyl)phenyl trifluoromethanesulfonate (0.179 g, 146 μL, 0.60 mmol) in the presence of KF (0.070 g, 1.2 mmol) and 18-crown-6 (0.317 g, 1.2 mmol) in THF (2.0 mL) at −10° C. to room temperature for 12 hrs followed by flash column chromatography (Pet. ether/EtOAc=93/07) of the crude reaction mixture afforded 6-(3,4-dichlorophenyl)-4bH,6H-benzo[4,5...